Dataset: the Open Reaction Database (ORD), a public repository of structured organic reaction records. Task: describe an organic reaction: reactants, conditions, products, and yield Starting materials: NC1=CC=C(C=C1)S(=O)(=O)NC1=C(C=CC=C1)C (4-Amino-N-o-tolyl-benzenesulfonamide), COC1=C(C=CC(=C1)[N+](=O)[O-])S(=O)(=O)NC1=CC=C(C=C1)C (2-Methoxy-4-nitro-N-p-tolyl-benzenesulfonamide). The product is NC1=CC(=C(C=C1)S(=O)(=O)NC1=C(C=CC=C1)C)OC (4-amino-2-methoxy-N-o-tolyl-benzenesulfonamide). The yield is 93.0%. Reaction SMILES: [NH2:1][C:2]1[CH:7]=[CH:6][C:5]([S:8]([NH:11][C:12]2[CH:17]=[CH:16][CH:15]=[CH:14][C:13]=2[CH3:18])(=[O:10])=[O:9])=[CH:4][CH:3]=1.[CH3:19][O:20]C1C=C([N+]([O-])=O)C=CC=1S(NC1C=CC(C)=CC=1)(=O)=O>>[NH2:1][C:2]1[CH:7]=[CH:6][C:5]([S:8]([NH:11][C:12]2[CH:17]=[CH:16][CH:15]=[CH:14][C:13]=2[CH3:18])(=[O:10])=[O:9])=[C:4]([O:20][CH3:19])[CH:3]=1. Procedure details: (RK2-065-01) I This compound was prepared according to the procedure described for compound 12a except using 11j to obtain the required product as a yellow solid (63 mg, 93%). Mp=189-191° C.; 1H NMR (400 MHz, CD3OD) δ 7.30 (d, J=8.8 Hz, 1H), 7.10-7.06 (m, 2H), 7.01-6.97 (m, 2H), 6.31 (d, J=1.6 Hz, 1H), 6.12 (dd, J=8.8, 2.0 Hz, 1H), 3.30 (s, 3H), 2.22 (s, 3H). The reactants are FC1=C(C(=O)N[C@H](C(=O)OCC)CC2=CC=C(C=C2)C2=C(C=C(C=C2OC)COCC)OC)C(=CC=C1)F (ethyl (αS)-α-[(2,6-difluorobenzoyl)amino]-4′-ethoxymethyl-2′,6′-dimethoxy(1,1′-biphenyl)-4-propionate), Cl (hydrochloric acid). Solvent: O (water), O1CCOCC1 (dioxane). Conditions: temperature 60 celsius, time 60 hour. The product is FC1=C(C(=O)N[C@H](C(=O)O)CC2=CC=C(C=C2)C2=C(C=C(C=C2OC)COCC)OC)C(=CC=C1)F ((αS)-α-[(2,6-difluorobenzoyl)amino]-4′-ethoxymethyl-2′,6′-dimethoxy(1,1′-biphenyl)-4-propionic acid). Yield: 90.0%. RXN SMILES: [F:1][C:2]1[CH:37]=[CH:36][CH:35]=[C:34]([F:38])[C:3]=1[C:4]([NH:6][C@@H:7]([CH2:13][C:14]1[CH:19]=[CH:18][C:17]([C:20]2[C:25]([O:26][CH3:27])=[CH:24][C:23]([CH2:28][O:29][CH2:30][CH3:31])=[CH:22][C:21]=2[O:32][CH3:33])=[CH:16][CH:15]=1)[C:8]([O:10]CC)=[O:9])=[O:5].Cl>O.O1CCOCC1>[F:1][C:2]1[CH:37]=[CH:36][CH:35]=[C:34]([F:38])[C:3]=1[C:4]([NH:6][C@@H:7]([CH2:13][C:14]1[CH:15]=[CH:16][C:17]([C:20]2[C:21]([O:32][CH3:33])=[CH:22][C:23]([CH2:28][O:29][CH2:30][CH3:31])=[CH:24][C:25]=2[O:26][CH3:27])=[CH:18][CH:19]=1)[C:8]([OH:10])=[O:9])=[O:5]. Reported procedure: To a solution of ethyl (αS)-α-[(2,6-difluorobenzoyl)amino]-4′-ethoxymethyl-2′,6′-dimethoxy(1,1′-biphenyl)-4-propionate (500 mg) in water (12.6 ml) and dioxane (50 ml) was added hydrochloric acid (12.4 g) and the mixture was stirred for 60 hours at 60° C. The organic solvent was removed in vacuo and the aqueous layer was cooled. The crystalline precipitates were collected by filtration and recrystallized from ethanol-water to yield (αS)-α-[(2,6-difluorobenzoyl)amino]-4′-ethoxymethyl-2′,6′-dimetho...